From a dataset of the Open Reaction Database (ORD), a public repository of structured organic reaction records. describe an organic reaction: reactants, conditions, products, and yield The reactants are C(C)(C)(C)OC(NCCC(NC1=CC(=C(C=C1)N=CN(C)C)C#N)=O)=O (2-[3-cyano-4-(dimethylamino-methylene amino)-phenylcarbamoyl]-ethyl-carbamic acid t-butylester), NC1=CC=C(C(=O)NC2=CC=CC=C2)C=C1 (4-amino-N-phenyl-benzamide). The solvent is C(C)(=O)O (acetic acid), C([O-])(O)=O.[Na+] (sodium bicarbonate). The product is C(C)(C)(C)OC(NCCC(NC=1C=C2C(=NC=NC2=CC1)NC1=CC=C(C=C1)C(NC1=CC=CC=C1)=O)=O)=O ({2-[4-(4-phenylcarbamoyl-phenylamino)-quinazolin-6-ylcarbamoyl]-ethyl}-carbamic acid t-butylester). The yield is 23.9%. As a reaction SMILES: [C:1]([O:5][C:6](=[O:26])[NH:7][CH2:8][CH2:9][C:10](=[O:25])[NH:11][C:12]1[CH:17]=[CH:16][C:15]([N:18]=[CH:19][N:20](C)C)=[C:14]([C:23]#[N:24])[CH:13]=1)([CH3:4])([CH3:3])[CH3:2].N[C:28]1[CH:42]=[CH:41][C:31]([C:32]([NH:34][C:35]2[CH:40]=[CH:39][CH:38]=[CH:37][CH:36]=2)=[O:33])=[CH:30][CH:29]=1>C(O)(=O)C.C(=O)(O)[O-].[Na+]>[C:1]([O:5][C:6](=[O:26])[NH:7][CH2:8][CH2:9][C:10](=[O:25])[NH:11][C:12]1[CH:13]=[C:14]2[C:15](=[CH:16][CH:17]=1)[N:18]=[CH:19][N:20]=[C:23]2[NH:24][C:28]1[CH:29]=[CH:30][C:31]([C:32](=[O:33])[NH:34][C:35]2[CH:40]=[CH:39][CH:38]=[CH:37][CH:36]=2)=[CH:41][CH:42]=1)([CH3:2])([CH3:3])[CH3:4] |f:3.4|. Procedure details: 1 g of 2-[3-cyano-4-(dimethylamino-methylene amino)-phenylcarbamoyl]-ethyl-carbamic acid t-butylester (see, Journal of Medicinal Chemistry 2004, 44:2719) dissolved in 6 ml of acetic acid was reacted with 650 mg of 4-amino-N-phenyl-benzamide at 60° C. for 3 hours, and the resulting residue was stirred in 100 ml of saturated aqueous sodium bicarbonate solution at room temperature for 30 mins. The reacted solution was extracted with 30 ml of ethylacetate 3 times, dried over anhydrous magnesium sulf...